This data is from the Open Reaction Database (ORD), a public repository of structured organic reaction records. The task is: describe an organic reaction: reactants, conditions, products, and yield The reactants are CC(=O)[O-], CC(=O)O, O=Cc1cccc(OCC(=O)O)c1, [Na+], O=C1CSC(=O)N1. Yields the product O=C(O)COc1cccc(C=C2SC(=O)NC2=O)c1. Reaction SMILES: [CH3:22][C:23](=[O:24])[O-:25].[CH3:26][C:27](=[O:28])[OH:29].[CH:8](=[O:9])[c:10]1[cH:11][c:12]([O:13][CH2:14][C:15](=[O:16])[OH:17])[cH:18][cH:19][cH:20]1.[Na+:21].[S:1]1[C:2](=[O:7])[NH:3][C:4](=[O:6])[CH2:5]1>>[S:1]1[C:2](=[O:7])[NH:3][C:4](=[O:6])[C:5]1=[CH:8][c:10]1[cH:11][c:12]([O:13][CH2:14][C:15](=[O:16])[OH:17])[cH:18][cH:19][cH:20]1. Reactants: CCCCCCCCC#CCO, CCOC(C)=O. Product: CCCCCCCCC=CCO. Reaction SMILES: [CH2:1]([C:2]#[C:3][CH2:4][CH2:5][CH2:6][CH2:7][CH2:8][CH2:9][CH2:10][CH3:11])[OH:12].[CH3:13][CH2:14][O:15][C:16]([CH3:17])=[O:18]>>[CH2:1]([CH:2]=[CH:3][CH2:4][CH2:5][CH2:6][CH2:7][CH2:8][CH2:9][CH2:10][CH3:11])[OH:12]. Solvent: CO (methanol), O (water). Procedure details: A solution of (3-(4-(5-(3,5-dichloro-4-fluorophenyl)-5-(trifluoromethyl)-4,5-dihydroisoxazol-3-yl)phenyl)-3-fluoroazetidin-1-yl)(1-oxidothietan-3-yl)methanone (30 mg) in methanol (2 mL) was added to a solution of oxone (160 mg) in water (1 mL) cooled with an ice bath. Reaction allowed to warm slowly to ambient then stirred at ambient temperature for 16 hours. Majority of methanol removed under reduced pressure then remaining aqueous extracted with DCM (2×5 mL). Organic phase collected and conden... Reaction SMILES: [Cl:1][C:2]1[CH:3]=[C:4]([C:10]2([C:33]([F:36])([F:35])[F:34])[O:14][N:13]=[C:12]([C:15]3[CH:20]=[CH:19][C:18]([C:21]4([F:32])[CH2:24][N:23]([C:25]([CH:27]5[CH2:30][S:29](=[O:31])[CH2:28]5)=[O:26])[CH2:22]4)=[CH:17][CH:16]=3)[CH2:11]2)[CH:5]=[C:6]([Cl:9])[C:7]=1[F:8].[OH:37]OS([O-])=O.[K+]>CO.O>[Cl:9][C:6]1[CH:5]=[C:4]([C:10]2([C:33]([F:35])([F:36])[F:34])[O:14][N:13]=[C:12]([C:15]3[CH:16]=[CH:17][C:18]([C:21]4([F:32])[CH2:22][N:23]([C:25]([CH:27]5[CH2:28][S:29](=[O:37])(=[O:31])[CH2:30]5)=[O:26])[CH2:24]4)=[CH:19][CH:20]=3)[CH2:11]2)[CH:3]=[C:2]([Cl:1])[C:7]=1[F:8] |f:1.2|. The reactants are crude material, ClC=1C=C(C=C(C1F)Cl)C1(CC(=NO1)C1=CC=C(C=C1)C1(CN(C1)C(=O)C1CS(C1)=O)F)C(F)(F)F ((3-(4-(5-(3,5-dichloro-4-fluorophenyl)-5-(trifluoromethyl)-4,5-dihydroisoxazol-3-yl)phenyl)-3-fluoroazetidin-1-yl)(1-oxidothietan-3-yl)methanone), OOS(=O)[O-].[K+] (oxone). The product is ClC=1C=C(C=C(C1F)Cl)C1(CC(=NO1)C1=CC=C(C=C1)C1(CN(C1)C(=O)C1CS(C1)(=O)=O)F)C(F)(F)F ((3-(4-(5-(3,5-dichloro-4-fluorophenyl)-5-(trifluoromethyl)-4,5-dihydroisoxazol-3-yl)phenyl)-3-fluoroazetidin-1-yl)(1,1-dioxidothietan-3-yl)methanone). Conditions: time 16 hour. Reactants: C[O-].[K+] (potassium methylate), [K] (potassium), C(=O)(OCC)NC(OCCCC)=S (n-butyl N-carbethoxy-thiocarbamate), ClCC#N (chloroacetonitrile). Run in CO (methanol). Run at time 5 hour. Yields the product C(CCC)OC=1SC(=C(N1)O)C#N (2-n-butoxy-4-hydroxy-5-cyano-thiazole). As a reaction SMILES: [K].[C:2]([NH:7][C:8](=[S:14])[O:9][CH2:10][CH2:11][CH2:12][CH3:13])([O:4]CC)=O.Cl[CH2:16][C:17]#[N:18].C[O-].[K+]>CO>[CH2:10]([O:9][C:8]1[S:14][C:16]([C:17]#[N:18])=[C:2]([OH:4])[N:7]=1)[CH2:11][CH2:12][CH3:13] |f:3.4,^1:0|. Procedure details: A mixture of 35 g of the potassium salt of n-butyl N-carbethoxy-thiocarbamate, 500 ml of methanol and 7.7 ml of chloroacetonitrile was stirred for 5 hours and then 10.1 g of potassium methylate were added thereto. The reaction mixture was refluxed for 16 hours and was then evaporated to dryness. The residue was dissolved in water and the aqueous phase was washed with ether and then acidified. The acid aqueous phase was extracted with ether and the ether phase was evaporated to dryness to obtain ... Reactants: C1(=CC=CC=C1)C (toluene), CC=1C=C(C=CC1)B(O)O (3-methylphenyl boronic acid), ClC1=NC2=CC=C(C=C2C=C1)F (2-chloro-6-fluoroquinoline), C([O-])([O-])=O.[K+].[K+] (potassium carbonate). The reagents and catalysts are C=1C=CC(=CC1)[P](C=2C=CC=CC2)(C=3C=CC=CC3)[Pd]([P](C=4C=CC=CC4)(C=5C=CC=CC5)C=6C=CC=CC6)([P](C=7C=CC=CC7)(C=8C=CC=CC8)C=9C=CC=CC9)[P](C=1C=CC=CC1)(C=1C=CC=CC1)C=1C=CC=CC1 (tetrakis(triphenylphosphine)palladium(0)). Run in O1CCCC1 (THF), O1CCCC1 (tetrahydrofuran), O (H2O). Run at temperature 100 celsius, time 24 hour. Yields the product CC=1C=C(C=CC1)C1=NC2=CC=C(C=C2C=C1)F (2-(3-methylphenyl)-6-fluoroquinoline). Yield: 80.1%. RXN SMILES: [CH3:1][C:2]1[CH:3]=[C:4](B(O)O)[CH:5]=[CH:6][CH:7]=1.Cl[C:12]1[CH:21]=[CH:20][C:19]2[C:14](=[CH:15][CH:16]=[C:17]([F:22])[CH:18]=2)[N:13]=1.C(=O)([O-])[O-].[K+].[K+].C1(C)C=CC=CC=1>O1CCCC1.O.C1C=CC([P]([Pd]([P](C2C=CC=CC=2)(C2C=CC=CC=2)C2C=CC=CC=2)([P](C2C=CC=CC=2)(C2C=CC=CC=2)C2C=CC=CC=2)[P](C2C=CC=CC=2)(C2C=CC=CC=2)C2C=CC=CC=2)(C2C=CC=CC=2)C2C=CC=CC=2)=CC=1>[CH3:1][C:2]1[CH:3]=[C:4]([C:12]2[CH:21]=[CH:20][C:19]3[C:14](=[CH:15][CH:16]=[C:17]([F:22])[CH:18]=3)[N:13]=2)[CH:5]=[CH:6][CH:7]=1 |f:2.3.4,^1:45,47,66,85|. Reported procedure: 3-methylphenyl boronic acid (13 mmol), 2-chloro-6-fluoroquinoline (10 mmol), tetrakis(triphenylphosphine)palladium(0) (0.5 mmol) and potassium carbonate (15 g) are put in a two-neck round-bottom flask and dissolved in tetrahydrofuran (THF) (30 mL) and H2O (10 mL). Subsequently, the resulting solution is stirred in a bath under a temperature of about 100° C. for 24 hours. After completion of the reaction, THF and toluene are removed. The reaction mixture is extracted with dichloromethane and wate... The reactants are [N+](=O)([O-])C1=C(C=C(C=C1)N1CCCCC1)B1OC(C(O1)(C)C)(C)C (1-(4-nitro-3-(4,4,5,5-tetramethyl-1,3,2-dioxaborolan-2-yl)phenyl)piperidine), ClC=1C=C(C=O)C=CN1 (2-chloroisonicotinaldehyde), C1=CC=C(C=C1)P(C2=CC=CC=C2)C3=CC=CC=C3 (PPh3), C(=O)([O-])[O-].[Na+].[Na+] (Na2CO3). The reagents and catalysts are CC(=O)[O-].CC(=O)[O-].[Pd+2] (Pd(OAc)2). The solvent is C(C)(=O)OCC (ethyl acetate), COCCOC (DME). The product is [N+](=O)([O-])C1=C(C=C(C=C1)N1CCCCC1)C=1C=C(C=O)C=CN1 (2-(2-nitro-5-(piperidin-1-yl)phenyl)isonicotinaldehyde). Reaction SMILES: [N+:1]([C:4]1[CH:9]=[CH:8][C:7]([N:10]2[CH2:15][CH2:14][CH2:13][CH2:12][CH2:11]2)=[CH:6][C:5]=1B1OC(C)(C)C(C)(C)O1)([O-:3])=[O:2].Cl[C:26]1[CH:27]=[C:28]([CH:31]=[CH:32][N:33]=1)[CH:29]=[O:30].C1C=CC(P(C2C=CC=CC=2)C2C=CC=CC=2)=CC=1.C([O-])([O-])=O.[Na+].[Na+]>C(OCC)(=O)C.CC([O-])=O.CC([O-])=O.[Pd+2].COCCOC>[N+:1]([C:4]1[CH:9]=[CH:8][C:7]([N:10]2[CH2:11][CH2:12][CH2:13][CH2:14][CH2:15]2)=[CH:6][C:5]=1[C:26]1[CH:27]=[C:28]([CH:31]=[CH:32][N:33]=1)[CH:29]=[O:30])([O-:3])=[O:2] |f:3.4.5,7.8.9|. Procedure details: A mixture of 200 mg of 1-(4-nitro-3-(4,4,5,5-tetramethyl-1,3,2-dioxaborolan-2-yl)phenyl)piperidine 1e, 85 mg of 2-chloroisonicotinaldehyde, 6.7 mg of Pd(OAc)2, 31 mg of PPh3, 1.25 mL of 2 N aqueous Na2CO3 solution, and 3 mL of DME were refluxed 2 h. The mixture was diluted with ethyl acetate and washed 3× with water. The organic extracts were washed with brine and dried (Na2SO4). The solvent was evaporated and the residue was chromatographed on silica gel eluting with 10% ethyl acetate in dichlo... Product: C(\C=C\C=CCCCCCCCCCCC)(=O)O (trans-2,4-hexadecadienoic acid). Reported procedure: To the trans-2-tetradecenal (2.3 g) dissolved in methylene chloride (80 ml ) was added (carbomethoxymethylene) triphenylphosphorane (4.4 g), and the mixture was stirred for 2 hours. The reaction mixture was subjected to chromatography on a silica gel column with eluent systems of n-hexane-ethyl acetate (from 100:1 to 20:1) to give the methyl ester of trans,trans-2,4-hexadecadienoic acid (2.2 g). Potassium hydroxide (2.8 g) was dissolved in a mixed solvent of ethanol-water (1:1), and the methyl e... Run at temperature 60 celsius, time 40 minute. Run in C(C)O.O (ethanol water). As a reaction SMILES: [OH-].[K+].[C:3]([OH:20])(=[O:19])/[CH:4]=[CH:5]/[CH:6]=[CH:7]/[CH2:8][CH2:9][CH2:10][CH2:11][CH2:12][CH2:13][CH2:14][CH2:15][CH2:16][CH2:17][CH3:18].C(O)(=O)CC(CC(O)=O)(C(O)=O)O>C(O)C.O>[C:3]([OH:20])(=[O:19])/[CH:4]=[CH:5]/[CH:6]=[CH:7][CH2:8][CH2:9][CH2:10][CH2:11][CH2:12][CH2:13][CH2:14][CH2:15][CH2:16][CH2:17][CH3:18] |f:0.1,4.5|. The reactants are C(CC(O)(C(=O)O)CC(=O)O)(=O)O (citric acid), [OH-].[K+] (Potassium hydroxide), C(\C=C\C=C\CCCCCCCCCCC)(=O)O (trans,trans-2,4-hexadecadienoic acid), methyl ester. The yield is 90.9%. Starting materials: OC=1C=C(C=CC1)C1=NC=CC=C1 (2-(3-hydroxyphenyl)pyridine), [Si](C)(C)(C(C)(C)C)Cl (tert-butyldimethylsilyl chloride). The product is [Si](C)(C)(C(C)(C)C)OC=1C=C(C=CC1)C1=NC=CC=C1 (2-(3-tert-butyldimethylsilyloxyphenyl)pyridine). As a reaction SMILES: [OH:1][C:2]1[CH:3]=[C:4]([C:8]2[CH:13]=[CH:12][CH:11]=[CH:10][N:9]=2)[CH:5]=[CH:6][CH:7]=1.[Si:14](Cl)([C:17]([CH3:20])([CH3:19])[CH3:18])([CH3:16])[CH3:15]>>[Si:14]([O:1][C:2]1[CH:3]=[C:4]([C:8]2[CH:13]=[CH:12][CH:11]=[CH:10][N:9]=2)[CH:5]=[CH:6][CH:7]=1)([C:17]([CH3:20])([CH3:19])[CH3:18])([CH3:16])[CH3:15]. Reported procedure: Then, 2-(3-hydroxyphenyl)pyridine is treated with tert-butyldimethylsilyl chloride (TBDMSCl) to protect the OH group with a tert-butyldimethylsilyl group and give 2-(3-tert-butyldimethylsilyloxyphenyl)pyridine according to scheme (3). Starting materials: C(C)OC=1C=CC(=C(C1)B(O)O)F ((5-ethoxy-2-fluoro-phenyl)boronic acid), BrC1=CC(=NC=C1CC)[C@@H]1N[C@]2(CC1)C(N(CC2)C)=O ((2R,5S)-2-(4-bromo-5-ethyl-2-pyridyl)-7-methyl-1,7-diazaspiro[4.4]nonan-6-one), C([O-])([O-])=O.[Na+].[Na+] (sodium carbonate). The reagents and catalysts are C1([P]([Pd][P](C2=CC=CC=C2)(C3=CC=CC=C3)C4=CC=CC=C4)(C5=CC=CC=C5)C6=CC=CC=C6)=CC=CC=C1 (bis(triphenylphosphine)palladium). The solvent is CC#N (MeCN), O (water). Run at temperature 140 celsius. Product: C(C)OC=1C=CC(=C(C1)C1=CC(=NC=C1CC)[C@@H]1N[C@]2(CC1)C(N(CC2)C)=O)F ((2R,5S)-2-[4-(5-ethoxy-2-fluoro-phenyl)-5-ethyl-2-pyridyl]-7-methyl-1,7-diazaspiro[4.4]nonan-6-one). Isolated yield 73.3%. Reaction SMILES: [CH2:1]([O:3][C:4]1[CH:5]=[CH:6][C:7]([F:13])=[C:8](B(O)O)[CH:9]=1)[CH3:2].Br[C:15]1[C:20]([CH2:21][CH3:22])=[CH:19][N:18]=[C:17]([C@H:23]2[CH2:27][CH2:26][C@@:25]3([CH2:31][CH2:30][N:29]([CH3:32])[C:28]3=[O:33])[NH:24]2)[CH:16]=1.C(=O)([O-])[O-].[Na+].[Na+]>CC#N.O.C1(C=CC=CC=1)[P](C1C=CC=CC=1)(C1C=CC=CC=1)[Pd][P](C1C=CC=CC=1)(C1C=CC=CC=1)C1C=CC=CC=1>[CH2:1]([O:3][C:4]1[CH:5]=[CH:6][C:7]([F:13])=[C:8]([C:15]2[C:20]([CH2:21][CH3:22])=[CH:19][N:18]=[C:17]([C@H:23]3[CH2:27][CH2:26][C@@:25]4([CH2:31][CH2:30][N:29]([CH3:32])[C:28]4=[O:33])[NH:24]3)[CH:16]=2)[CH:9]=1)[CH3:2] |f:2.3.4,^1:49,63|. Reported procedure: To a microwave vial containing a solution of (5-ethoxy-2-fluoro-phenyl)boronic acid (54.39 mg, 0.3000 mmol) in MeCN (1 mL) and water (0.2000 mL) was added (2R,5S)-2-(4-bromo-5-ethyl-2-pyridyl)-7-methyl-1,7-diazaspiro[4.4]nonan-6-one (which may be prepared as described in Description 122) (80 mg, 0.2400 mmol), sodium carbonate (50.12 mg, 0.4700 mmol) and bis(triphenylphosphine)palladium (II) dichloride (8.2 mg, 0.0100 mmol). The microwave vial was sealed and heated at 140° C. for 15 minutes. The ... Reactants: Cl (hydrochloric acid), OC=1C=C2CC(NC2=CC1)=S (1,3-dihydro-5-hydroxyindol-2-thione), BrC(C(=O)OCC)(C)C1=CC=CC=C1 (ethyl 2-bromo-2-phenylpropionate), [OH-].[Na+] (sodium hydroxide). Solvent: CN(C)C=O (DMF), O (water). Run at time 3 hour. The product is OC1=CC=2C=C3N(C2C=C1)C(C(S3)(C3=CC=CC=C3)C)=O (7-hydroxy-2-methyl-2-phenylthiazolo[3,2-a]indol-3(2H)-one). The yield is 82.0%. As a reaction SMILES: [OH:1][C:2]1[CH:3]=[C:4]2[C:8](=[CH:9][CH:10]=1)[NH:7][C:6](=[S:11])[CH2:5]2.Br[C:13]([C:20]1[CH:25]=[CH:24][CH:23]=[CH:22][CH:21]=1)([CH3:19])[C:14](OCC)=[O:15].[OH-].[Na+].Cl>CN(C=O)C.O>[OH:1][C:2]1[CH:10]=[CH:9][C:8]2[N:7]3[C:14](=[O:15])[C:13]([CH3:19])([C:20]4[CH:25]=[CH:24][CH:23]=[CH:22][CH:21]=4)[S:11][C:6]3=[CH:5][C:4]=2[CH:3]=1 |f:2.3|. Procedure: To a solution (13 ml) of 1,3-dihydro-5-hydroxyindol-2-thione (1.26 g) and ethyl 2-bromo-2-phenylpropionate (1.88 g) in DMF, an aqueous 2N sodium hydroxide solution (7.3 ml) was added dropwise under ice cooling, and the mixture was stirred at room temperature for 3 hours. The reaction mixture was diluted with water, made acidic by adding 6N hydrochloric acid, and extracted with ethyl acetate. The organic layer was washed with water, and a saturated aqueous sodium chloride solution, and was dried ...